Task: describe an organic reaction: reactants, conditions, products, and yield. Dataset: the Open Reaction Database (ORD), a public repository of structured organic reaction records Starting materials: N1=CC=CC=C1 (pyridine), FC(C(=O)[O-])(F)F.C(N)(=O)C=1C(=NN(C1)C1(C[NH2+]C1)CC#N)NC1=CC=CC=C1 (3-[4-carbamoyl-3-(phenylamino)-1H-pyrazol-1-yl]-3-(cyanomethyl)azetidinium trifluoroacetate), C(C)(=O)OC(C)=O (acetic anhydride). Solvent: C(Cl)Cl (DCM). Conditions: time 30 minute. Yields the product C(C)(=O)N1CC(C1)(CC#N)N1N=C(C(=C1)C(=O)N)NC1=CC=CC=C1 (1-[1-Acetyl-3-(cyanomethyl)azetidin-3-yl]-3-(phenylamino)-1H-pyrazole-4-carboxamide). RXN SMILES: F[C:2](F)(F)[C:3]([O-])=[O:4].[C:8]([C:11]1[C:12]([NH:23][C:24]2[CH:29]=[CH:28][CH:27]=[CH:26][CH:25]=2)=[N:13][N:14]([C:16]2([CH2:20][C:21]#[N:22])[CH2:19][NH2+:18][CH2:17]2)[CH:15]=1)(=[O:10])[NH2:9].N1C=CC=CC=1.C(OC(=O)C)(=O)C>C(Cl)Cl>[C:3]([N:18]1[CH2:17][C:16]([N:14]2[CH:15]=[C:11]([C:8]([NH2:9])=[O:10])[C:12]([NH:23][C:24]3[CH:29]=[CH:28][CH:27]=[CH:26][CH:25]=3)=[N:13]2)([CH2:20][C:21]#[N:22])[CH2:19]1)(=[O:4])[CH3:2] |f:0.1|. Procedure details: To a suspension of 3-[4-carbamoyl-3-(phenylamino)-1H-pyrazol-1-yl]-3-(cyanomethyl)azetidinium trifluoroacetate (Intermediate #38-2) (50 mg, 0.17 mmol) in DCM (2 mL) was added pyridine (0.050 mL, 0.62 mmol), followed by acetic anhydride (0.030 mL, 0.32 mmol). The reaction mixture was allowed to stir for 30 minutes before the solvent was removed in vacuo. Saturated aqueous NaHCO3 solution was added and the mixture was extracted with EtOAc (3×). The combined organic layers were dried over anhydrous...